From a dataset of the Open Reaction Database (ORD), a public repository of structured organic reaction records. describe an organic reaction: reactants, conditions, products, and yield The product is NCc1c(-c2ccc(Cl)cc2Cl)cn2c(N3CCOCC3)cnc2c1N. As a reaction SMILES: [BH3:27].[CH2:28]1[O:29][CH2:30][CH2:31][CH2:32]1.[CH2:36]1[O:37][CH2:38][CH2:39][CH2:40]1.[CH3:34][OH:35].[ClH:33].[NH2:1][c:2]1[c:3]2[n:4]([cH:5][c:6](-[c:10]3[c:11]([Cl:17])[cH:12][c:13]([Cl:16])[cH:14][cH:15]3)[c:7]1[C:8]#[N:9])[c:18]([N:21]1[CH2:22][CH2:23][O:24][CH2:25][CH2:26]1)[cH:19][n:20]2.[O:41]1[CH2:42][CH2:43][O:44][CH2:45][CH2:46]1>>[NH2:1][c:2]1[c:3]2[n:4]([cH:5][c:6](-[c:10]3[c:11]([Cl:17])[cH:12][c:13]([Cl:16])[cH:14][cH:15]3)[c:7]1[CH2:8][NH2:9])[c:18]([N:21]1[CH2:22][CH2:23][O:24][CH2:25][CH2:26]1)[cH:19][n:20]2. Reactants: B, C1CCOC1, C1CCOC1, CO, Cl, N#Cc1c(-c2ccc(Cl)cc2Cl)cn2c(N3CCOCC3)cnc2c1N, C1COCCO1. The reactants are CC(C)(C)[Si](OCc1ccc(Br)cc1Cl)(c1ccccc1)c1ccccc1, [Li]CCCC, CCCCCC, O=CN1CCCCC1, [Cl-], [NH4+], C1CCOC1. The product is CC(C)(C)[Si](OCc1ccc(C=O)cc1Cl)(c1ccccc1)c1ccccc1. RXN SMILES: [Br:1][c:2]1[cH:3][c:4]([Cl:27])[c:5]([CH2:8][O:9][Si:10]([c:11]2[cH:12][cH:13][cH:14][cH:15][cH:16]2)([c:17]2[cH:18][cH:19][cH:20][cH:21][cH:22]2)[C:23]([CH3:24])([CH3:25])[CH3:26])[cH:6][cH:7]1.[CH2:34]([Li:35])[CH2:36][CH2:37][CH3:38].[CH3:28][CH2:29][CH2:30][CH2:31][CH2:32][CH3:33].[CH:39](=[O:40])[N:41]1[CH2:42][CH2:43][CH2:44][CH2:45][CH2:46]1.[Cl-:47].[NH4+:48].[O:49]1[CH2:50][CH2:51][CH2:52][CH2:53]1>>[c:2]1([CH:39]=[O:40])[cH:3][c:4]([Cl:27])[c:5]([CH2:8][O:9][Si:10]([c:11]2[cH:12][cH:13][cH:14][cH:15][cH:16]2)([c:17]2[cH:18][cH:19][cH:20][cH:21][cH:22]2)[C:23]([CH3:24])([CH3:25])[CH3:26])[cH:6][cH:7]1. Reactants: solution, [BH4-].[Li+] (lithium borohydride), C(C1=CC=CC=C1)OC=1C=CC(=C2C=CC(NC12)=O)C(CCl)=O (8-benzyloxy-5-(2-chloro-acetyl)-1H-quinolin-2-one), ClCCl (dichloromethane), O (water). Solvent: C1CCOC1 (THF), C1CCOC1 (THF). Conditions: temperature 0 celsius, time 2 hour. Yields the product C(C1=CC=CC=C1)OC=1C=CC(=C2C=CC(NC12)=O)C(CCl)O (8-benzyloxy-5-(2-chloro-1-hydroxy-ethyl)-1H-quinolin-2-one). Reaction SMILES: [BH4-].[Li+].[CH2:3]([O:10][C:11]1[CH:12]=[CH:13][C:14]([C:22](=[O:25])[CH2:23][Cl:24])=[C:15]2[C:20]=1[NH:19][C:18](=[O:21])[CH:17]=[CH:16]2)[C:4]1[CH:9]=[CH:8][CH:7]=[CH:6][CH:5]=1.ClCCl.O>C1COCC1>[CH2:3]([O:10][C:11]1[CH:12]=[CH:13][C:14]([CH:22]([OH:25])[CH2:23][Cl:24])=[C:15]2[C:20]=1[NH:19][C:18](=[O:21])[CH:17]=[CH:16]2)[C:4]1[CH:5]=[CH:6][CH:7]=[CH:8][CH:9]=1 |f:0.1|. Procedure details: 238 mL of a 2 molar solution of lithium borohydride in THF are added dropwise to 52 g (159 mmol) 8-benzyloxy-5-(2-chloro-acetyl)-1H-quinolin-2-one in 650 mL THF at 0° C. It is stirred for two hours at 0° C., then heated to ambient temperature, combined with 200 mL dichloromethane and 75 mL water and stirred for a further hour. The precipitated solid is suction filtered and the organic phase of the filtrate is separated off and freed from the solvent. The residue is combined with the solid from t...